This data is from the Open Reaction Database (ORD), a public repository of structured organic reaction records. The task is: describe an organic reaction: reactants, conditions, products, and yield Starting materials: C=CC#N, C1CN2CCN1CC2, [Na+], [OH-], COc1ccc(C=O)c(O)c1. Yields the product COc1ccc2c(c1)OCC(C#N)=C2. RXN SMILES: [CH2:12]=[CH:13][C:14]#[N:15].[N:16]12[CH2:17][CH2:18][N:19]([CH2:20][CH2:21]1)[CH2:22][CH2:23]2.[Na+:25].[OH-:24].[OH:1][c:2]1[c:3]([CH:4]=[O:5])[cH:6][cH:7][c:8]([O:10][CH3:11])[cH:9]1>>[O:1]1[c:2]2[c:3]([cH:6][cH:7][c:8]([O:10][CH3:11])[cH:9]2)[CH:4]=[C:13]([C:14]#[N:15])[CH2:12]1. Reactants: Cl (hydrogen chloride), FC1=CC=C(C=C1)C1=NN2C(CN(CC2)C(=O)OCC2=CC=CC=C2)=C1C1=NC(=NC=C1)NC(C)C (phenylmethyl 2-(4-fluorophenyl)-6,7-dihydro-3-[2-[(1-methylethyl)amino]-4-pyrimidinyl]pyrazolo[1,5-a]pyrazine-5(4H)-carboxylate), FC1=CC=C(C=C1)C1=NN2C(CN(CC2)C(=O)OCC2=CC=CC=C2)=C1C1=NC(=NC=C1)NC(C)C (phenylmethyl 2-(4-fluorophenyl)-6,7-dihydro-3-[2-[(1-methylethyl)amino]-4-pyrimidinyl]pyrazolo[1,5-a]pyrazine-5 (4H)-carboxylate). Reagents/catalysts: [Pd] (Palladium). Solvent: CO (methanol), CO (methanol). Reaction conditions: time 18 hour. Product: FC1=CC=C(C=C1)C1=NN2C(CNCC2)=C1C1=NC(=NC=C1)NC(C)C (4-[2-(4-fluorophenyl)-4,5,6,7-tetrahydropyrazolo[1,5-a]pyrazin-3-yl]-N-(1-methylethyl)-2-pyrimidinamine). RXN SMILES: Cl.[F:2][C:3]1[CH:8]=[CH:7][C:6]([C:9]2[C:27]([C:28]3[CH:33]=[CH:32][N:31]=[C:30]([NH:34][CH:35]([CH3:37])[CH3:36])[N:29]=3)=[C:12]3[CH2:13][N:14](C(OCC4C=CC=CC=4)=O)[CH2:15][CH2:16][N:11]3[N:10]=2)=[CH:5][CH:4]=1>CO.[Pd]>[F:2][C:3]1[CH:8]=[CH:7][C:6]([C:9]2[C:27]([C:28]3[CH:33]=[CH:32][N:31]=[C:30]([NH:34][CH:35]([CH3:37])[CH3:36])[N:29]=3)=[C:12]3[CH2:13][NH:14][CH2:15][CH2:16][N:11]3[N:10]=2)=[CH:5][CH:4]=1. Procedure details: Palladium (10% on activated carbon, 25 mg) and 2 M hydrogen chloride in methanol (20 mL) were added to a solution of phenylmethyl 2-(4-fluorophenyl)-6,7-dihydro-3-[2-[(1-methylethyl)amino]-4-pyrimidinyl]pyrazolo[1,5-a]pyrazine-5(4H)-carboxylate (i.e. the product of Step D) (0.50 g, 0.14 mmol) in methanol (30 mL). The resulting suspension was shaken on a Parr apparatus under hydrogen gas (68.9 kPa) for 18 h. The resulting suspension was filtered and concentrated to dryness to give 0.42 g of the t...